This data is from the Open Reaction Database (ORD), a public repository of structured organic reaction records. The task is: describe an organic reaction: reactants, conditions, products, and yield Reactants: Cc1cc(C2CCN(C(=O)C3CN(C(=O)OC(C)(C)C)CC3c3ccc(F)cc3F)CC2)n(-c2ccc(F)c(Cl)c2)n1, ClCCl, O=C(O)C(F)(F)F. Product: Cc1cc(C2CCN(C(=O)C3CNCC3c3ccc(F)cc3F)CC2)n(-c2ccc(F)c(Cl)c2)n1, O=C(O)C(F)(F)F. As a reaction SMILES: [Cl:1][c:2]1[cH:3][c:4](-[n:9]2[n:10][c:11]([CH3:42])[cH:12][c:13]2[CH:14]2[CH2:15][CH2:16][N:17]([C:20](=[O:21])[CH:22]3[CH2:23][N:24]([C:35]([O:36][C:37]([CH3:38])([CH3:39])[CH3:40])=[O:41])[CH2:25][CH:26]3[c:27]3[c:28]([F:34])[cH:29][c:30]([F:33])[cH:31][cH:32]3)[CH2:18][CH2:19]2)[cH:5][cH:6][c:7]1[F:8].[Cl:50][CH2:51][Cl:52].[F:43][C:44]([C:45](=[O:46])[OH:47])([F:48])[F:49]>>[Cl:1][c:2]1[cH:3][c:4](-[n:9]2[n:10][c:11]([CH3:42])[cH:12][c:13]2[CH:14]2[CH2:15][CH2:16][N:17]([C:20](=[O:21])[CH:22]3[CH2:23][NH:24][CH2:25][CH:26]3[c:27]3[c:28]([F:34])[cH:29][c:30]([F:33])[cH:31][cH:32]3)[CH2:18][CH2:19]2)[cH:5][cH:6][c:7]1[F:8].[F:43][C:44]([C:45](=[O:46])[OH:47])([F:48])[F:49].